From a dataset of the Open Reaction Database (ORD), a public repository of structured organic reaction records. describe an organic reaction: reactants, conditions, products, and yield Starting materials: CCOC(C)=O, Cc1cc2c(c(C)c1NCc1ccccc1)CCO2, CCCCCC. Yields the product Cc1cc2c(c(C)c1N)CCO2. As a reaction SMILES: [C:26]([O:27][CH2:28][CH3:29])(=[O:30])[CH3:31].[CH2:1]([c:2]1[cH:3][cH:4][cH:5][cH:6][cH:7]1)[NH:8][c:9]1[c:10]([CH3:19])[cH:11][c:12]2[c:13]([c:17]1[CH3:18])[CH2:14][CH2:15][O:16]2.[CH3:20][CH2:21][CH2:22][CH2:23][CH2:24][CH3:25]>>[NH2:8][c:9]1[c:10]([CH3:19])[cH:11][c:12]2[c:13]([c:17]1[CH3:18])[CH2:14][CH2:15][O:16]2. The reactants are CC1=C(C(=CC=2C(OCC21)=O)C)C2OC2 (4,6-dimethyl-5-oxiran-2-yl-2-benzofuran-1(3H)-one), INTERMEDIATE 9, C(CCC)[Sn](C(=C)OCC)(CCCC)CCCC (tributyl(1-ethoxy-vinyl)tin). Reagents/catalysts: C=1C=CC(=CC1)[P](C=2C=CC=CC2)(C=3C=CC=CC3)[Pd]([P](C=4C=CC=CC4)(C=5C=CC=CC5)C=6C=CC=CC6)([P](C=7C=CC=CC7)(C=8C=CC=CC8)C=9C=CC=CC9)[P](C=1C=CC=CC1)(C=1C=CC=CC1)C=1C=CC=CC1 (tetrakis(triphenylphosphine)palladium). The solvent is C1(=CC=CC=C1)C (toluene). Run at temperature 110 celsius, time 1 hour. Product: C(C)(=O)C1=C(C2=C(C(OC2)=O)C=C1C)C (5-acetyl-4,6-dimethyl-2-benzofuran-1(3H)-one). Reaction SMILES: [CH3:1][C:2]1[C:10]2[CH2:9][O:8][C:7](=[O:11])[C:6]=2[CH:5]=[C:4]([CH3:12])[C:3]=1[CH:13]1[CH2:15][O:14]1.C([Sn](CCCC)(CCCC)C(OCC)=C)CCC>C1C=CC([P]([Pd]([P](C2C=CC=CC=2)(C2C=CC=CC=2)C2C=CC=CC=2)([P](C2C=CC=CC=2)(C2C=CC=CC=2)C2C=CC=CC=2)[P](C2C=CC=CC=2)(C2C=CC=CC=2)C2C=CC=CC=2)(C2C=CC=CC=2)C2C=CC=CC=2)=CC=1.C1(C)C=CC=CC=1>[C:13]([C:3]1[C:4]([CH3:12])=[CH:5][C:6]2[C:7](=[O:11])[O:8][CH2:9][C:10]=2[C:2]=1[CH3:1])(=[O:14])[CH3:15] |^1:37,39,58,77|. Reported procedure: To a 20 mL microwave tube containing a stir bar were added 4,6-dimethyl-5-oxiran-2-yl-2-benzofuran-1(3H)-one (from the synthesis of INTERMEDIATE 9, 1.0 g, 4.2 mmol), tetrakis(triphenylphosphine)palladium (0) (0.240 g, 0.207 mmol), and tributyl(1-ethoxy-vinyl)tin (2.20 g, 6.22 mmol); to the mixture was added anhydrous toluene (18 mL) and the tube was capped, degassed and purged with N2. The tube was then placed in an oil bath and heated at 110° C. for 12 h; LC indicated some product formation. Th... Reactants: C(C)(C)(C)[Li] (t-butyllithium), solution, solution, CN1CCC(CC1)=O (1-methyl-4-piperidone), BrC=1C=C2C=CNC2=CC1 (5-bromo-1H-indole), [H-].[K+] (potassium hydride). Run in CCCCC (pentane), C(C)(=O)OCC (ethyl acetate), C1CCOC1 (THF), C1CCOC1 (THF). Reaction conditions: temperature -78 celsius, time 15 minute. Product: N1C=CC2=CC(=CC=C12)C1(CCN(CC1)C)O (1-(1H-Indol-5-yl)-N-methyl-4-azacyclohexanol). Isolated yield 33.2%. RXN SMILES: Br[C:2]1[CH:3]=[C:4]2[C:8](=[CH:9][CH:10]=1)[NH:7][CH:6]=[CH:5]2.[H-].[K+].C([Li])(C)(C)C.[CH3:18][N:19]1[CH2:24][CH2:23][C:22](=[O:25])[CH2:21][CH2:20]1>C1COCC1.CCCCC.C(OCC)(=O)C>[NH:7]1[C:8]2[C:4](=[CH:3][C:2]([C:22]3([OH:25])[CH2:23][CH2:24][N:19]([CH3:18])[CH2:20][CH2:21]3)=[CH:10][CH:9]=2)[CH:5]=[CH:6]1 |f:1.2|. Reported procedure: To a solution of 5-bromo-1H-indole (5.0 g, 25.5 mmol) in THF at −10° C. under argon, was added a solution of potassium hydride (1.13 g, 28.1 mmol) in THF (7 mL). The reaction mixture was then cooled to −78° C., and t-butyllithium (52.5 mL of a 1.7 M solution in pentane, 89.3 mmol) was added slowly, via syringe. The mixture was stirred for 15 minutes, and 1-methyl-4-piperidone (6.75 mL, 54.8 mmol) was quickly added. After the mixture was stirred at −78 ° C. for one hour, the solution was warmed t... Reactants: C1(CCCCC1)NC1=CC(=C(C2=CC=CC=C12)OC(C)=O)OC (4-(cyclohexylamino)-1-acetoxy-2-methoxynaphthalene), C(C)(=O)OC(C)=O (acetic anhydride). Reagents/catalysts: [Cl-].[Zn+2].[Cl-] (zinc chloride). The product is C(C)(=O)N(C1=CC(=C(C2=CC=CC=C12)OC(C)=O)OC)C1CCCCC1 (4-(N-acetylcyclohexylamino)-1-acetoxy-2-methoxynaphthalene). RXN SMILES: [CH:1]1([NH:7][C:8]2[C:17]3[C:12](=[CH:13][CH:14]=[CH:15][CH:16]=3)[C:11]([O:18][C:19](=[O:21])[CH3:20])=[C:10]([O:22][CH3:23])[CH:9]=2)[CH2:6][CH2:5][CH2:4][CH2:3][CH2:2]1.[C:24](OC(=O)C)(=[O:26])[CH3:25]>[Cl-].[Zn+2].[Cl-]>[C:24]([N:7]([CH:1]1[CH2:2][CH2:3][CH2:4][CH2:5][CH2:6]1)[C:8]1[C:17]2[C:12](=[CH:13][CH:14]=[CH:15][CH:16]=2)[C:11]([O:18][C:19](=[O:21])[CH3:20])=[C:10]([O:22][CH3:23])[CH:9]=1)(=[O:26])[CH3:25] |f:2.3.4|. Procedure details: A solution 5.0 g of 4-(cyclohexylamino)-1-acetoxy-2-methoxynaphthalene in 75 ml of acetic anhydride is stirred with 500 mg of zinc chloride in at 160°-170° C. for 2 hours. The reaction is cooled, filtered and evaporated under reduced pressure. The residue is taken up in 300 ml of diethyl ether and washed with 100 ml of water and then with 100 ml of brine. The organic solvent is dried over magnesium sulfate, filtered, and evaporated to dryness. The residue is crystallized from 120 ml of 2:1 dieth... Reactants: Cc1c(Br)cc(F)cc1[N+](=O)[O-], CO, ClCCl, Cl, [Fe]. Product: Cc1c(N)cc(F)cc1Br. RXN SMILES: [Br:1][c:2]1[c:3]([CH3:12])[c:4]([N+:9]([O-:10])=[O:11])[cH:5][c:6]([F:8])[cH:7]1.[CH3:14][OH:15].[Cl:16][CH2:17][Cl:18].[ClH:13].[Fe:19]>>[Br:1][c:2]1[c:3]([CH3:12])[c:4]([NH2:9])[cH:5][c:6]([F:8])[cH:7]1. Starting materials: CC(C)([O-])C.[K+] (Potassium tert.-butoxide), Cl (hydrochloric acid), ClC1=C(C=C2CC(C(C2=C1Cl)O)(C)C1CCCC1)CC(=O)N ((6,7-dichloro-2-cyclopentyl-2,3-dihydro-1-hydroxy-2-methyl-1H-inden-5-yl)acetamide), C(C(=O)OCC)(=O)OCC (diethyl oxalate), CN(C=O)C (dimethylformamide). The solvent is O (water). Conditions: temperature 25 celsius, time 18 hour. Yields the product ClC1=CC=C2CC(C(C2=C1Cl)(O)C=1C(NC(C1O)=O)=O)(C)C1CCCC1 (3-(6,7-dichloro-2-cyclopentyl-2,3-dihydro-1-hydroxy-2-methyl-1H-inden-yl)-4-hydroxy-1H-pyrrole-2,5-dione). Reaction SMILES: [Cl:1][C:2]1[C:10]([Cl:11])=[C:9]2[C:5]([CH2:6][C:7]([CH:14]3[CH2:18][CH2:17][CH2:16][CH2:15]3)([CH3:13])[CH:8]2[OH:12])=[CH:4][C:3]=1CC(N)=O.[C:23]([O:30]CC)(=O)[C:24]([O:26]CC)=O.[CH3:33][C:34](C)([O-:36])C.[K+].Cl.C[N:41](C)C=O>O>[Cl:1][C:2]1[C:10]([Cl:11])=[C:9]2[C:5]([CH2:6][C:7]([CH:14]3[CH2:15][CH2:16][CH2:17][CH2:18]3)([CH3:13])[C:8]2([C:33]2[C:34](=[O:36])[NH:41][C:24](=[O:26])[C:23]=2[OH:30])[OH:12])=[CH:4][CH:3]=1 |f:2.3|. Procedure: In an atmosphere of dry nitrogen, (6,7-dichloro-2-cyclopentyl-2,3-dihydro-1-hydroxy-2-methyl-1H-inden-5-yl)acetamide (7.8 g., 0.02 mole) diethyl oxalate (3.14 g., 0.0214 mole) and dimethylformamide (40 ml.) is stirred while cooling in an ice bath. Potassium tert.-butoxide (5.2 g., 0.046 mole) is added in two portions at 10 minute intervals. The mixture is then stirred at 25° C. for 18 hours, poured into water, acidified with hydrochloric acid, extracted into ether and the ether extract dried ove...